From a dataset of the Open Reaction Database (ORD), a public repository of structured organic reaction records. describe an organic reaction: reactants, conditions, products, and yield The solvent is CO (methanol). Reaction SMILES: Cl[NH:2][C:3](=[NH:8])[C:4]([Cl:7])([Cl:6])[Cl:5].[S-:9][C:10]#[N:11].[K+]>CO>[Cl:5][C:4]([Cl:7])([Cl:6])[C:3]1[N:8]=[C:10]([NH2:11])[S:9][N:2]=1 |f:1.2|. The product is ClC(C1=NSC(=N1)N)(Cl)Cl (3-trichloromethyl-5-amino-1,2,4-thiadiazole). Starting materials: ClNC(C(Cl)(Cl)Cl)=N (N-chloro-trichloroacetamidine), [S-]C#N.[K+] (potassium thiocyanate). Procedure details: 11.8 parts (0.06 mol) of N-chloro-trichloroacetamidine are dissolved in 35 parts by volume of 50% strength methanol. A solution of 6.5 parts (0.066 mol) of potassium thiocyanate is added dropwise to the above solution at 0 to 5° C. After standing for one hour at 0° to 5° C, a precipitate forms, which is filtered off after 4 hours and is recrystallised from aqueous alcohol with addition of active charcoal. 8.4 parts of 3-trichloromethyl-5-amino-1,2,4-thiadiazole are isolated. Melting point 192° t... Run at time 1 hour. The reactants are CC(=O)[O-], CC(=O)[O-], CC(=O)[O-], CCOC(=O)c1c(OCc2ccccc2)c2n(c1Br)CCN(C)C2=O, CCN(C(C)C)C(C)C, C=COCCCC, CN(C)C=O, [Pd+2], [Tl+], c1ccc(P(CCCP(c2ccccc2)c2ccccc2)c2ccccc2)cc1. The product is CCOC(=O)c1c(OCc2ccccc2)c2n(c1C(C)=O)CCN(C)C2=O. Reaction SMILES: [C:26]([CH3:27])(=[O:28])[O-:29].[C:81]([O-:82])(=[O:83])[CH3:84].[C:86]([O-:87])(=[O:88])[CH3:89].[CH2:1]([c:2]1[cH:3][cH:4][cH:5][cH:6][cH:7]1)[O:8][c:9]1[c:10]([C:21](=[O:22])[O:23][CH2:24][CH3:25])[c:11]([Br:20])[n:12]2[c:13]1[C:14](=[O:19])[N:15]([CH3:18])[CH2:16][CH2:17]2.[CH:31]([N:32]([CH:33]([CH3:34])[CH3:35])[CH2:36][CH3:37])([CH3:38])[CH3:39].[CH:69]([O:70][CH2:71][CH2:72][CH2:73][CH3:74])=[CH2:75].[O:76]=[CH:77][N:78]([CH3:79])[CH3:80].[Pd+2:85].[Tl+:30].[c:40]1([P:41]([c:42]2[cH:43][cH:44][cH:45][cH:46][cH:47]2)[CH2:48][CH2:49][CH2:50][P:51]([c:52]2[cH:53][cH:54][cH:55][cH:56][cH:57]2)[c:58]2[cH:59][cH:60][cH:61][cH:62][cH:63]2)[cH:64][cH:65][cH:66][cH:67][cH:68]1>>[CH2:1]([c:2]1[cH:3][cH:4][cH:5][cH:6][cH:7]1)[O:8][c:9]1[c:10]([C:21](=[O:22])[O:23][CH2:24][CH3:25])[c:11]([C:26]([CH3:27])=[O:28])[n:12]2[c:13]1[C:14](=[O:19])[N:15]([CH3:18])[CH2:16][CH2:17]2.